From a dataset of the Open Reaction Database (ORD), a public repository of structured organic reaction records. describe an organic reaction: reactants, conditions, products, and yield Reactants: [Ca+2], S=C(Cl)Cl, ClC(Cl)Cl, ClC(Cl)Cl, CCOC(=O)c1c(N)sc(C)c1C, O=C([O-])[O-], O. The product is CCOC(=O)c1c(N=C=S)sc(C)c1C. Reaction SMILES: [Ca+2:5].[Cl:1][C:2]([Cl:3])=[S:4].[Cl:23][CH:24]([Cl:25])[Cl:26].[Cl:28][CH:29]([Cl:30])[Cl:31].[NH2:10][c:11]1[s:12][c:13]([CH3:22])[c:14]([CH3:21])[c:15]1[C:16](=[O:17])[O:18][CH2:19][CH3:20].[O-:6][C:7](=[O:8])[O-:9].[OH2:27]>>[C:2](=[S:4])=[N:10][c:11]1[s:12][c:13]([CH3:22])[c:14]([CH3:21])[c:15]1[C:16](=[O:17])[O:18][CH2:19][CH3:20]. The reactants are C[Si](C)(C)Cl, CC#N, COc1cn(-c2ccccc2F)nc(-c2ccnn2-c2ccccc2)c1=O, [I-], [Na+], O. The product is O=c1c(O)cn(-c2ccccc2F)nc1-c1ccnn1-c1ccccc1. RXN SMILES: [CH3:1][Si:2]([Cl:3])([CH3:4])[CH3:5].[CH3:36][C:37]#[N:38].[F:8][c:9]1[c:10](-[n:15]2[n:16][c:17](-[c:24]3[cH:25][cH:26][n:27][n:28]3-[c:29]3[cH:30][cH:31][cH:32][cH:33][cH:34]3)[c:18](=[O:23])[c:19]([O:21][CH3:22])[cH:20]2)[cH:11][cH:12][cH:13][cH:14]1.[I-:6].[Na+:7].[OH2:35]>>[F:8][c:9]1[c:10](-[n:15]2[n:16][c:17](-[c:24]3[cH:25][cH:26][n:27][n:28]3-[c:29]3[cH:30][cH:31][cH:32][cH:33][cH:34]3)[c:18](=[O:23])[c:19]([OH:21])[cH:20]2)[cH:11][cH:12][cH:13][cH:14]1. The reactants are Cl.FC=1C=CC2=C(NC=3SC=CC3C(=N2)N)C1 (6-fluoro-4H-3-thia-4,9-diaza-benzo[f]azulen-10-ylamine hydrochloride), C1(=CC=CC=C1)C (toluene), COCCC[C@@H]1NCCNC1 ((S)-2-(3-methoxy-propyl)-piperazine), CS(=O)C (DMSO). Solvent: C(C)(=O)OCC (ethyl acetate). Reaction conditions: temperature 105 celsius, time 48 hour. The product is FC=1C=CC2=C(NC=3SC=CC3C(=N2)N2C[C@@H](NCC2)CCCOC)C1 ((S)-6-Fluoro-10-[3-(3-methoxy-propyl)-piperazin-1-yl]-4H-3-thia-4,9-diaza-benzo[f]azulene). The yield is 21.4%. RXN SMILES: Cl.[F:2][C:3]1[CH:4]=[CH:5][C:6]2[N:15]=[C:14]([NH2:16])[C:13]3[CH:12]=[CH:11][S:10][C:9]=3[NH:8][C:7]=2[CH:17]=1.[CH3:18][O:19][CH2:20][CH2:21][CH2:22][C@H:23]1[CH2:28]N[CH2:26][CH2:25][NH:24]1.CS(C)=O.C1(C)C=CC=CC=1>C(OCC)(=O)C>[F:2][C:3]1[CH:4]=[CH:5][C:6]2[N:15]=[C:14]([N:16]3[CH2:26][CH2:25][NH:24][C@@H:23]([CH2:22][CH2:21][CH2:20][O:19][CH3:18])[CH2:28]3)[C:13]3[CH:12]=[CH:11][S:10][C:9]=3[NH:8][C:7]=2[CH:17]=1 |f:0.1|. Procedure details: Combine 6-fluoro-4H-3-thia-4,9-diaza-benzo[f]azulen-10-ylamine hydrochloride (742.0 mg, 2.75 mmol), (S)-2-(3-methoxy-propyl)-piperazine (870.7 mg, 5.50 mmol), DMSO (2.0 ml), and toluene (8.0 ml). Stir and heat the mixture at 105° C. After 48 hours, cool the mixture to ambient temperature. Dilute the mixture with ethyl acetate and wash the organic layer with 0.1N NaOH and brine. Dry (sodium sulfate) and concentrate the organic layer to residue. Purify the residue on silica gel using a gradient of... Reactants: C1CCC2=NCCCN2CC1, CC#N, [Cl-], C#CC(C)(C)Cl, N#Cc1ccc(O)cc1. Yields the product C#CC(C)(C)Oc1ccc(C#N)cc1. Reaction SMILES: [CH2:11]1[CH2:12][CH2:13][C:14]2=[N:19][CH2:18][CH2:17][CH2:16][N:15]2[CH2:20][CH2:21]1.[CH3:28][C:29]#[N:30].[Cl-:10].[Cl:22][C:23]([C:24]#[CH:25])([CH3:26])[CH3:27].[OH:1][c:2]1[cH:3][cH:4][c:5]([C:8]#[N:9])[cH:6][cH:7]1>>[O:1]([c:2]1[cH:3][cH:4][c:5]([C:8]#[N:9])[cH:6][cH:7]1)[C:23]([C:24]#[CH:25])([CH3:26])[CH3:27]. Reactants: CCCCC1CCN(CCCc2n[nH]c3cc(OC)ccc23)CC1, ClCCl, [Na+], [OH-], O. The product is CCCCC1CCN(CCCc2n[nH]c3cc(O)ccc23)CC1. As a reaction SMILES: [CH2:1]([CH2:2][CH2:3][CH3:4])[CH:5]1[CH2:6][CH2:7][N:8]([CH2:11][CH2:12][CH2:13][c:14]2[n:15][nH:16][c:17]3[cH:18][c:19]([O:23][CH3:24])[cH:20][cH:21][c:22]23)[CH2:9][CH2:10]1.[Cl:28][CH2:29][Cl:30].[Na+:27].[OH-:26].[OH2:25]>>[CH2:1]([CH2:2][CH2:3][CH3:4])[CH:5]1[CH2:6][CH2:7][N:8]([CH2:11][CH2:12][CH2:13][c:14]2[n:15][nH:16][c:17]3[cH:18][c:19]([OH:23])[cH:20][cH:21][c:22]23)[CH2:9][CH2:10]1. Starting materials: CN(CCOS(=O)(=O)C)C=1C=CC(=C2C=C(NC12)C(=O)OCC)C(F)(F)F (ethyl 7-[N-methyl-N-(2-methanesulfonyloxyethyl) amino]-4-trifluoromethyl-1H-indole-2-carboxylate), [H-].[Na+] (sodium hydride), CN(C=O)C (N,N-dimethylformamide). Run in O (water). Run at time 1 hour. Yields the product CN1CCN2C=3C(=C(C=CC13)C(F)(F)F)C=C2C(=O)OCC (ethyl 2,3-dihydro-1-methyl-7-trifluoromethyl-1H-pyrrolo [1,2,3-de]quinoxaline-5-carboxylate). RXN SMILES: [CH3:1][N:2]([C:10]1[CH:11]=[CH:12][C:13]([C:24]([F:27])([F:26])[F:25])=[C:14]2[C:18]=1[NH:17][C:16]([C:19]([O:21][CH2:22][CH3:23])=[O:20])=[CH:15]2)[CH2:3][CH2:4]OS(C)(=O)=O.[H-].[Na+].CN(C)C=O>O>[CH3:1][N:2]1[C:10]2[CH:11]=[CH:12][C:13]([C:24]([F:25])([F:26])[F:27])=[C:14]3[CH:15]=[C:16]([C:19]([O:21][CH2:22][CH3:23])=[O:20])[N:17]([C:18]=23)[CH2:4][CH2:3]1 |f:1.2|. Procedure: A mixture of ethyl 7-[N-methyl-N-(2-methanesulfonyloxyethyl) amino]-4-trifluoromethyl-1H-indole-2-carboxylate (3.15 g, 7.71 mmol), 60% sodium hydride (0.31 g, 7.71 mmol) and N,N-dimethylformamide (200 ml) was stirred at room temperature for 1 hour. The reaction mixture was poured into cold water and extracted with ethyl acetate, and the extract solution was washed with a 5% aqueous sodium chloride solution and dried over anhydrous magnesium sulfate. The solvent was distilled off under reduced pr... Run in Cl (hydrochloric acid). Procedure: 4.8 g of ethyl 5(5H-[1]benzopyrano[2,3-b]pyridin-7-yl)-5-cyano-4-oxovalerate is dissolved in 10 ml of concentrated hydrochloric acid. 30 ml of water is added at a stretch to the solution with stirring under ice-cooling, and the mixture is stirred under reflux for 5 hours. The reaction mixture is ice-cooled and adjusted to approximately pH 3 by addition of 30% sodium hydroxide. The resulting oil layer is extracted with chloroform, and the extract is dried over anhydrous sodium sulfate and concent... Reactants: O (water), N1=C2C(=CC=C1)CC1=C(O2)C=CC(=C1)C(C(CCC(=O)OCC)=O)C#N (ethyl 5(5H-[1]benzopyrano[2,3-b]pyridin-7-yl)-5-cyano-4-oxovalerate), [OH-].[Na+] (sodium hydroxide). The product is N1=C2C(=CC=C1)CC1=C(O2)C=CC(=C1)CC(CCC(=O)O)=O (5-(5H-[1]benzopyrano[2,3-b]pyridin-7-yl)-4-oxovaleric acid). Yield: 83.5%. As a reaction SMILES: [N:1]1[CH:6]=[CH:5][CH:4]=[C:3]2[CH2:7][C:8]3[CH:14]=[C:13]([CH:15](C#N)[C:16](=[O:24])[CH2:17][CH2:18][C:19]([O:21]CC)=[O:20])[CH:12]=[CH:11][C:9]=3[O:10][C:2]=12.O.[OH-].[Na+]>Cl>[N:1]1[CH:6]=[CH:5][CH:4]=[C:3]2[CH2:7][C:8]3[CH:14]=[C:13]([CH2:15][C:16](=[O:24])[CH2:17][CH2:18][C:19]([OH:21])=[O:20])[CH:12]=[CH:11][C:9]=3[O:10][C:2]=12 |f:2.3|. Starting materials: [BH4-], C1CCOC1, CO, Cl, Cc1cc(Nc2nc(C(=O)c3ccc(F)c(F)c3)nc3ccccc23)n[nH]1, [Na+]. The product is Cc1cc(Nc2nc(C(O)c3ccc(F)c(F)c3)nc3ccccc23)n[nH]1. RXN SMILES: [BH4-:28].[CH2:33]1[O:34][CH2:35][CH2:36][CH2:37]1.[CH3:31][OH:32].[ClH:30].[F:1][c:2]1[cH:3][c:4]([C:9](=[O:10])[c:11]2[n:12][c:13]3[cH:14][cH:15][cH:16][cH:17][c:18]3[c:19]([NH:21][c:22]3[n:23][nH:24][c:25]([CH3:27])[cH:26]3)[n:20]2)[cH:5][cH:6][c:7]1[F:8].[Na+:29]>>[F:1][c:2]1[cH:3][c:4]([CH:9]([OH:10])[c:11]2[n:12][c:13]3[cH:14][cH:15][cH:16][cH:17][c:18]3[c:19]([NH:21][c:22]3[n:23][nH:24][c:25]([CH3:27])[cH:26]3)[n:20]2)[cH:5][cH:6][c:7]1[F:8]. The reactants are [Al+3], CCN(CC)CCN1CCNC(=O)C1c1ccccc1, [H-], [H-], [H-], [H-], [Li+], [Na+], O=C1CNCCN1, C1COCCO1, [OH-], O, CCN(CC)CCN1CCNC(c2ccccc2)C1. The product is CCN(CC)CCN1CCNCC1c1ccccc1. RXN SMILES: [Al+3:9].[CH2:14]([CH3:15])[N:16]([CH2:17][CH3:18])[CH2:19][CH2:20][N:21]1[CH:22]([c:28]2[cH:29][cH:30][cH:31][cH:32][cH:33]2)[C:23](=[O:27])[NH:24][CH2:25][CH2:26]1.[H-:11].[H-:12].[H-:13].[H-:8].[Li+:10].[Na+:35].[O:1]=[C:2]1[CH2:3][NH:4][CH2:5][CH2:6][NH:7]1.[O:56]1[CH2:57][CH2:58][O:59][CH2:60][CH2:61]1.[OH-:34].[OH2:55].[c:36]1([CH:37]2[NH:38][CH2:39][CH2:40][N:41]([CH2:42][CH2:43][N:44]([CH2:45][CH3:46])[CH2:47][CH3:48])[CH2:49]2)[cH:50][cH:51][cH:52][cH:53][cH:54]1>>[CH2:14]([CH3:15])[N:16]([CH2:17][CH3:18])[CH2:19][CH2:20][N:21]1[CH:22]([c:28]2[cH:29][cH:30][cH:31][cH:32][cH:33]2)[CH2:23][NH:24][CH2:25][CH2:26]1. Reactants: [H-].[H-].[H-].[H-].[Li+].[Al+3] (LiAlH4), O=C1N(C(C2=C3C(C=CC=C13)=CC=C2)=O)CCCCN (4-(1,3-dioxo-1H,3H-benzo[de]isoquinolin-2-yl)-butylamine), C(C)O (ethanol). Solvent: C1CCOC1 (THF). Procedure details: 5.0 g (18.6 mmol) 4-(1,3-dioxo-1H,3H-benzo[de]isoquinolin-2-yl)-butylamine are dissolved in 200 ml THF and 6.1 g (160.7 mmol) LiAlH4 are added in portions under cooling. The suspension is stirred for 24 hours at RT and for 8 hours under reflux. After cooling, ethanol is carefully added dropwise until no more foam appears. The mixture is filtered and the filtrate is concentrated under vacuum. The residue is distributed between chloroform and water. The organic phase is dried over sodium sulfate a... As a reaction SMILES: O=[C:2]1[C:11]2[C:6]3[C:7](=[CH:12][CH:13]=[CH:14][C:5]=3[C:4](=O)[N:3]1[CH2:16][CH2:17][CH2:18][CH2:19][NH2:20])[CH:8]=[CH:9][CH:10]=2.[H-].[H-].[H-].[H-].[Li+].[Al+3].C(O)C>C1COCC1>[CH2:2]1[C:11]2[C:6]3[C:7](=[CH:12][CH:13]=[CH:14][C:5]=3[CH2:4][N:3]1[CH2:16][CH2:17][CH2:18][CH2:19][NH2:20])[CH:8]=[CH:9][CH:10]=2 |f:1.2.3.4.5.6|. Conditions: time 8 hour. Product: C1N(CC2=C3C(C=CC=C13)=CC=C2)CCCCN (4-(1H,3H-benzo[de]isoquinolin-2-yl)-butylamine).